From a dataset of the Open Reaction Database (ORD), a public repository of structured organic reaction records. describe an organic reaction: reactants, conditions, products, and yield Reactants: COC=1C=C2C(=CC=NC2=CC1OC)OC1=CC=C(N)C=C1 (4-[(6,7-Dimethoxy-4-quinolyl)oxy]aniline), ClC(Cl)(OC(OC(Cl)(Cl)Cl)=O)Cl (triphosgene), C([O-])(O)=O.[Na+] (sodium bicarbonate), C1(=CC=CC=C1)CO (phenylmethanol). Run in C(C)N(CC)CC (triethylamine), C1(=CC=CC=C1)C (toluene), C(Cl)Cl (methylene chloride). The product is COC=1C=C2C(=CC=NC2=CC1OC)OC1=CC=C(C=C1)NC(OCC1=CC=CC=C1)=O (Benzyl N-{4-[(6,7-dimethoxy-4-quinolyl)oxy]phenyl}carbamate). The yield is 89.5%. Reaction SMILES: [CH3:1][O:2][C:3]1[CH:4]=[C:5]2[C:10](=[CH:11][C:12]=1[O:13][CH3:14])[N:9]=[CH:8][CH:7]=[C:6]2[O:15][C:16]1[CH:22]=[CH:21][C:19]([NH2:20])=[CH:18][CH:17]=1.Cl[C:24](Cl)([O:26][C:27](=[O:33])OC(Cl)(Cl)Cl)Cl.[C:35]1(CO)[CH:40]=[CH:39][CH:38]=[CH:37][CH:36]=1.C(=O)(O)[O-].[Na+]>C(Cl)Cl.C(N(CC)CC)C.C1(C)C=CC=CC=1>[CH3:1][O:2][C:3]1[CH:4]=[C:5]2[C:10](=[CH:11][C:12]=1[O:13][CH3:14])[N:9]=[CH:8][CH:7]=[C:6]2[O:15][C:16]1[CH:22]=[CH:21][C:19]([NH:20][C:27](=[O:33])[O:26][CH2:24][C:35]2[CH:40]=[CH:39][CH:38]=[CH:37][CH:36]=2)=[CH:18][CH:17]=1 |f:3.4|. Reported procedure: 4-[(6,7-Dimethoxy-4-quinolyl)oxy]aniline (100 mg) was added to toluene (10 ml) and triethylamine (1 ml), and the mixture was heated under reflux to prepare a solution. A solution of triphosgene (151 mg) in methylene chloride was then added thereto, and the mixture was heated under reflux for 10 min. Next, phenylmethanol (55 mg) was added thereto, and the mixture was further stirred with heating under reflux for 3 hr. A saturated aqueous sodium bicarbonate solution was added to stop the reaction,...